This data is from the Open Reaction Database (ORD), a public repository of structured organic reaction records. The task is: describe an organic reaction: reactants, conditions, products, and yield The reactants are [H][H] (hydrogen), NC1=NC(=NC=C1[N+](=O)[O-])N1C[C@H]([C@H](CC1)C)C(=O)N1CCCC1 (cis-(1-(4-amino-5-nitropyrimidin-2-yl)-4-methylpiperidin-3-yl)(pyrrolidin-1-yl)methanone). The reagents and catalysts are [Pd] (palladium-on-carbon). The solvent is C(C)O (ethanol), C(C)O (ethanol). Product: NC1=NC(=NC=C1N)N1C[C@H]([C@H](CC1)C)C(=O)N1CCCC1 (cis-(1-(4,5-Diaminopyrimidin-2-yl)-4-methylpiperidin-3-yl)(pyrrolidin-1-yl)methanone). RXN SMILES: [NH2:1][C:2]1[C:7]([N+:8]([O-])=O)=[CH:6][N:5]=[C:4]([N:11]2[CH2:16][CH2:15][C@H:14]([CH3:17])[C@H:13]([C:18]([N:20]3[CH2:24][CH2:23][CH2:22][CH2:21]3)=[O:19])[CH2:12]2)[N:3]=1.[H][H]>C(O)C.[Pd]>[NH2:1][C:2]1[C:7]([NH2:8])=[CH:6][N:5]=[C:4]([N:11]2[CH2:16][CH2:15][C@H:14]([CH3:17])[C@H:13]([C:18]([N:20]3[CH2:24][CH2:23][CH2:22][CH2:21]3)=[O:19])[CH2:12]2)[N:3]=1. Procedure: A suspension of 10% palladium-on-carbon (350 mg) in ethanol was added to a solution of cis-(1-(4-amino-5-nitropyrimidin-2-yl)-4-methylpiperidin-3-yl)(pyrrolidin-1-yl)methanone (600 mg, 1.79 mmol) in ethanol (20 mL) at room temperature under nitrogen. The mixture was hydrogenated using a balloon filled with hydrogen gas at room temperature for 2 h. The suspension was filtered through a pad of Celite under a nitrogen atmosphere and the filtrate was used for the next without further purification. Starting materials: O=C(Nc1cc(Br)c(F)cc1F)OCc1ccccc1, CC(C)(C)OC(=O)N1CC=C(B2OC(C)(C)C(C)(C)O2)CC1, [K+], [K+], O=C([O-])[O-], CN(C)C=O. Yields the product CC(C)(C)OC(=O)N1CC=C(c2cc(NC(=O)OCc3ccccc3)c(F)cc2F)CC1. Reaction SMILES: [Br:29][c:30]1[c:31]([F:48])[cH:32][c:33]([F:47])[c:34]([NH:36][C:37]([O:38][CH2:39][c:40]2[cH:41][cH:42][cH:43][cH:44][cH:45]2)=[O:46])[cH:35]1.[CH3:1][C:2]1([CH3:3])[C:4]([CH3:5])([CH3:6])[O:7][B:8]([C:9]2=[CH:14][CH2:13][N:12]([C:15](=[O:16])[O:17][C:18]([CH3:19])([CH3:20])[CH3:21])[CH2:11][CH2:10]2)[O:22]1.[K+:23].[K+:24].[O-:25][C:26]([O-:27])=[O:28].[O:49]=[CH:50][N:51]([CH3:52])[CH3:53]>>[C:9]1([c:30]2[c:31]([F:48])[cH:32][c:33]([F:47])[c:34]([NH:36][C:37]([O:38][CH2:39][c:40]3[cH:41][cH:42][cH:43][cH:44][cH:45]3)=[O:46])[cH:35]2)=[CH:14][CH2:13][N:12]([C:15](=[O:16])[O:17][C:18]([CH3:19])([CH3:20])[CH3:21])[CH2:11][CH2:10]1.